describe an organic reaction: reactants, conditions, products, and yield From a dataset of the Open Reaction Database (ORD), a public repository of structured organic reaction records. The reactants are Cc1ccc(CCl)c(C)c1, CCO, S=C1NC(c2ccccc2)C(c2ccccc2)N1. Yields the product Cl, Cc1ccc(CSC2=NC(c3ccccc3)C(c3ccccc3)N2)c(C)c1. As a reaction SMILES: [CH3:19][c:20]1[c:21]([CH2:22][Cl:23])[cH:24][cH:25][c:26]([CH3:28])[cH:27]1.[CH3:29][CH2:30][OH:31].[c:1]1([CH:7]2[NH:8][C:9](=[S:18])[NH:10][CH:11]2[c:12]2[cH:13][cH:14][cH:15][cH:16][cH:17]2)[cH:2][cH:3][cH:4][cH:5][cH:6]1>>[ClH:23].[c:1]1([CH:7]2[NH:8][C:9]([S:18][CH2:22][c:21]3[c:20]([CH3:19])[cH:27][c:26]([CH3:28])[cH:25][cH:24]3)=[N:10][CH:11]2[c:12]2[cH:13][cH:14][cH:15][cH:16][cH:17]2)[cH:2][cH:3][cH:4][cH:5][cH:6]1. Isolated yield 184.6%. Solvent: C(C)O (ethanol). Yields the product N (ammonia), NC(C(=O)OCC)C(C=1SC(=CC1)CC1NCCCCC1)O (ethyl 2-amino-3-hydroxy-3-[5-(1-hexahydroazepinylmethyl)-2-thienyl]propionate). Procedure details: A mixed solution of concentrated hydrochloric acid:ethanol=1:5 (60 ml) was added to 12.6 g of ethyl 2-tert-butoxycarbonylamino-3-hydroxy-3-[5-(1-hexahydroazepinylmethyl)-2-thienyl]propionate, and the mixture was immediately concentrated under reduced pressure, mixed with 60 ml of the above mixed solution and again concentrated under reduced pressure. The resulting residue was subjected to silica gel column chromatography and elution was carried out with mixed solutions of chloroform:ethanol=60:1... Reactants: Cl (hydrochloric acid), C(C)(C)(C)OC(=O)NC(C(=O)OCC)C(C=1SC(=CC1)CC1NCCCCC1)O (ethyl 2-tert-butoxycarbonylamino-3-hydroxy-3-[5-(1-hexahydroazepinylmethyl)-2-thienyl]propionate). Reaction SMILES: Cl.C(OC([NH:9][CH:10]([CH:16]([OH:30])[C:17]1[S:18][C:19]([CH2:22][CH:23]2[CH2:29][CH2:28][CH2:27][CH2:26][CH2:25][NH:24]2)=[CH:20][CH:21]=1)[C:11]([O:13][CH2:14][CH3:15])=[O:12])=O)(C)(C)C>C(O)C>[NH3:9].[NH2:9][CH:10]([CH:16]([OH:30])[C:17]1[S:18][C:19]([CH2:22][CH:23]2[CH2:29][CH2:28][CH2:27][CH2:26][CH2:25][NH:24]2)=[CH:20][CH:21]=1)[C:11]([O:13][CH2:14][CH3:15])=[O:12]. Starting materials: BrC=1C=C(C(=O)O)C=CC1F (3-bromo-4-fluorobenzoic acid), ClC(OC1=CC=C(N)C=C1)(F)F (4-(chlorodifluoromethoxy)aniline). The product is BrC=1C=C(C(=O)NC2=CC=C(C=C2)OC(F)(F)Cl)C=CC1F (3-Bromo-N-(4-(chlorodifluoromethoxy)phenyl)-4-fluorobenzamide). As a reaction SMILES: [Br:1][C:2]1[CH:3]=[C:4]([CH:8]=[CH:9][C:10]=1[F:11])[C:5]([OH:7])=O.[Cl:12][C:13]([F:23])([F:22])[O:14][C:15]1[CH:21]=[CH:20][C:18]([NH2:19])=[CH:17][CH:16]=1>>[Br:1][C:2]1[CH:3]=[C:4]([CH:8]=[CH:9][C:10]=1[F:11])[C:5]([NH:19][C:18]1[CH:20]=[CH:21][C:15]([O:14][C:13]([Cl:12])([F:22])[F:23])=[CH:16][CH:17]=1)=[O:7]. Procedure details: The title compound was prepared in an analogous fashion to that described in Stage 1.2 using 3-bromo-4-fluorobenzoic acid and 4-(chlorodifluoromethoxy)aniline to afford an off-white solid. UPLC-MS (Condition 3) tR=1.25 min, m/z=394.0 [M+H]+, m/z=391.9 [M−H]−; 1H NMR (400 MHz, DMSO-d6) δ ppm 7.37 (d, J=9.17 Hz, 2H) 7.57 (t, J=8.68 Hz, 1H) 7.84-7.91 (m, 2H) 8.03 (ddd, J=8.62, 4.83, 2.32 Hz, 1H) 8.32 (dd, J=6.60, 2.20 Hz, 1H) 10.52 (s, 1H). Starting materials: N[C@H]1[C@H]2[C@]34C=5C(=C(C=CC5C[C@H]([C@@]3(CC1)OC)N(CC4)C)O)O2 (6β-amino-4,5α-epoxy-14β-methoxy-17-methylmorphinan-3-ol), C(C)(C)(C)OC(=O)NC(SC)=NC(=O)OC(C)(C)C (N,N′-bis-(tert.-butoxycarbonyl)-S-methylisothiourea), C(C)N(C(C)C)C(C)C (N-ethyldiisopropylamine). Run at time 4 hour. The reagents and catalysts are [N+](=O)([O-])[O-].[Ag+] (silver nitrate). Run in CN(C=O)C (N,N-dimethylformamide). Procedure details: A solution of Compound 15 (0.94 g, 2.97 mmol), N,N′-bis-(tert.-butoxycarbonyl)-S-methylisothiourea (0.92 g, 3.17 mmol) and N-ethyldiisopropylamine (0.58 ml, 3.33 mmol) in absolute N,N-dimethylformamide (40 ml) was mixed with silver nitrate (0.54 g, 3.18 mmol) and the mixture stirred for 4 hours. Then the silver mercaptane was filtered off through Celite and washed afterwards with CH2Cl2 (4×50 ml). The filtrate was washed with H2O (10×150 ml) and saturated NaCl solution (2×150 ml), dried (Na2SO4)... Isolated yield 88.0%. Product: O1C2=C(C=CC=3C[C@@H]4[C@@]5(CC[C@H]([C@H]1[C@@]5(C23)CCN4C)N(C(=N)NC(=O)OC(C)(C)C)C(=O)OC(C)(C)C)OC)O (4,5α-epoxy-6β-[N,N′-bis-(tert.-butoxycarbonyl)guanidinyl]-14β-methoxy-17-methylmorphinan-3-ol). RXN SMILES: N[C@@H:2]1[CH2:15][CH2:14][C@:13]2([O:16][CH3:17])[C@:4]34[CH2:20][CH2:19][N:18]([CH3:21])[C@@H:12]2[CH2:11][C:10]2[CH:9]=[CH:8][C:7]([OH:22])=[C:6]([O:23][C@@H:3]13)[C:5]4=2.[C:24]([O:28][C:29]([NH:31][C:32](=[N:35][C:36]([O:38][C:39]([CH3:42])([CH3:41])[CH3:40])=[O:37])SC)=[O:30])([CH3:27])([CH3:26])[CH3:25].C([N:45](C(C)C)C(C)C)C>CN(C)C=O.[N+]([O-])([O-])=O.[Ag+]>[O:23]1[C@@H:3]2[C@@:4]34[CH2:20][CH2:19][N:18]([CH3:21])[C@@H:12]([C@:13]3([O:16][CH3:17])[CH2:14][CH2:15][C@H:2]2[N:35]([C:36]([O:38][C:39]([CH3:42])([CH3:41])[CH3:40])=[O:37])[C:32]([NH:31][C:29]([O:28][C:24]([CH3:27])([CH3:26])[CH3:25])=[O:30])=[NH:45])[CH2:11][C:10]2=[C:5]4[C:6]1=[C:7]([OH:22])[CH:8]=[CH:9]2 |f:4.5|. The product is FC1(C(NC2=C(O1)C=C(C=C2)F)=O)F (2,2,7-trifluoro-2H-benzo[b][1,4]oxazin-3(4H)-one). Run at temperature 80 celsius, time 8 hour. The yield is 105.8%. Run in C1(=CC=CC=C1)C (toluene). As a reaction SMILES: Br[C:2]([F:15])([F:14])[C:3]([NH:5][C:6]1[CH:11]=[CH:10][C:9]([F:12])=[CH:8][C:7]=1[OH:13])=[O:4].N12CCCN=C1CCCCC2>C1(C)C=CC=CC=1>[F:14][C:2]1([F:15])[O:13][C:7]2[CH:8]=[C:9]([F:12])[CH:10]=[CH:11][C:6]=2[NH:5][C:3]1=[O:4]. Reactants: BrC(C(=O)NC1=C(C=C(C=C1)F)O)(F)F (2-bromo-2,2-difluoro-N-(4-fluoro-2-hydroxyphenyl)acetamide), N12CCCCCC2=NCCC1 (1,8-diazabicyclo[5.4.0]undec-7-en). Reported procedure: To 2-bromo-2,2-difluoro-N-(4-fluoro-2-hydroxyphenyl)acetamide (33 g, 116 mmol) in dry toluene was added 1,8-diazabicyclo[5.4.0]undec-7-en (DBU, 17.51 ml, 116 mmol). The resulting mixture was stirred overnight at 80° C. The reaction was quenched in saturated aqueous NH4Cl solution and extracted with ethyl acetate. The combined extracts were washed with brine, dried with Na2SO4 and concentrated to afford 24.94 g of the title compound. Reactants: COC1=CC=C(C=C1)C1=CC(=CN1)C(=O)OCC (ethyl 5-(4-methoxyphenyl)-1H-pyrrole-3-carboxylate), FC1=CC=C(C=C1)S(=O)(=O)Cl (4-fluorobenzenesulfonyl chloride), FC1=CC=C(C=C1)S(=O)(=O)N1C=C(C=C1C1=CC=C(C=C1)OC)C(=O)OCC (ethyl 1-[(4-fluorophenyl)sulfonyl]-5-(4-methoxyphenyl)-1H-pyrrole-3-carboxylate). Yields the product FC1=CC=C(C=C1)S(=O)(=O)N1C=C(C=C1C1=CC=C(C=C1)OC)C=O (1-[(4-Fluorophenyl)sulfonyl]-5-(4-methoxyphenyl)-1H-pyrrole-3-carbaldehyde). RXN SMILES: COC1C=CC(C2NC=C(C(OCC)=O)C=2)=CC=1.FC1C=CC(S(Cl)(=O)=O)=CC=1.[F:30][C:31]1[CH:36]=[CH:35][C:34]([S:37]([N:40]2[C:44]([C:45]3[CH:50]=[CH:49][C:48]([O:51][CH3:52])=[CH:47][CH:46]=3)=[CH:43][C:42]([C:53](OCC)=[O:54])=[CH:41]2)(=[O:39])=[O:38])=[CH:33][CH:32]=1>>[F:30][C:31]1[CH:32]=[CH:33][C:34]([S:37]([N:40]2[C:44]([C:45]3[CH:50]=[CH:49][C:48]([O:51][CH3:52])=[CH:47][CH:46]=3)=[CH:43][C:42]([CH:53]=[O:54])=[CH:41]2)(=[O:39])=[O:38])=[CH:35][CH:36]=1. Procedure details: Using ethyl 5-(4-methoxyphenyl)-1H-pyrrole-3-carboxylate and 4-fluorobenzenesulfonyl chloride, a procedure as in Reference Example 4 was performed to synthesize ethyl 1-[(4-fluorophenyl)sulfonyl]-5-(4-methoxyphenyl)-1H-pyrrole-3-carboxylate, and procedures as in Reference Examples 5 and 6 were sequentially performed to give the title compound as an oil.